From a dataset of the Open Reaction Database (ORD), a public repository of structured organic reaction records. describe an organic reaction: reactants, conditions, products, and yield Starting materials: CI (methyl iodide), CC1OC2=C3C(NC1=O)=C1CCCCC1=NC3=CC=C2 (1,3,9,10,11,12-hexahydro-3-methyl-2H-quino[4,3,2-ef][1,4]-benzoxazepin-2-one), CI (methyl iodide), CC(C)([O-])C.[K+] (potassium t-butoxide). The solvent is O1CCCC1 (tetrahydrofuran). Conditions: time 15 minute. Yields the product CN1C(C(OC2=C3C1=C1CCCCC1=NC3=CC=C2)C)=O (1,3-dimethyl-1,3,9,10,11,12-hexahydro-2H-quino[4,3,2-ef][1,4]benzoxazepin-2-one). The yield is 80.0%. Reaction SMILES: [CH3:1][CH:2]1[C:8](=[O:9])[NH:7][C:6]2=[C:10]3[C:15](=[N:16][C:17]4=[CH:18][CH:19]=[CH:20][C:4](=[C:5]24)[O:3]1)[CH2:14][CH2:13][CH2:12][CH2:11]3.[CH3:21]C(C)([O-])C.[K+].CI>O1CCCC1>[CH3:21][N:7]1[C:6]2=[C:10]3[C:15](=[N:16][C:17]4=[CH:18][CH:19]=[CH:20][C:4](=[C:5]24)[O:3][CH:2]([CH3:1])[C:8]1=[O:9])[CH2:14][CH2:13][CH2:12][CH2:11]3 |f:1.2|. Procedure: To a suspension of 1,3,9,10,11,12-hexahydro-3-methyl-2H-quino[4,3,2-ef][1,4]-benzoxazepin-2-one (5.0 g) in dry tetrahydrofuran (150 ml) was added potassium t-butoxide (3.15 g), with stirring. After 15 mins, methyl iodide (1.39 ml) was added, and the reaction mixture was stirred at room temperature overnight. Additional methyl iodide (0.4 ml) was added. The reaction mixture was refluxed for two hrs, cooled, and concentrated. Saturated potassium carbonate solution was added and the mixture was ext... Reported procedure: A solution of the diol (6Z,9Z,29Z,32Z)-octatriaconta-6,9,29,32-tetraene-18,20-diol (7) (940 mg, 1.68 mmol) and 3-chloropropionaldehyde diethylacetal (563 μL, 3.36 mmol) in toluene (15 mL) was treated with PPTS (50 mg) and heated (80° C., 2 h). After cooling (rt) the reaction mixture was poured into sat. aq. NaHCO3, extracted with EtOAc, washed with brine, dried (Na2SO4), filtered and concentrated. The crude product was dissolved in a solution of (CH3)2NH (25 mL, 5.6M in EtOH), transferred to a s... Yield: 457.9%. Solvent: C1(=CC=CC=C1)C (toluene). Conditions: temperature 80 celsius. The reactants are C(=O)(O)[O-].[Na+] (NaHCO3), CCCCC\C=C/C\C=C/CCCCCCCC(CC(CCCCCCCC\C=C/C\C=C/CCCCC)O)O ((6Z,9Z,29Z,32Z)-octatriaconta-6,9,29,32-tetraene-18,20-diol), C(C)OC(CCCl)OCC (3-chloropropionaldehyde diethylacetal), CC1=CC=C(C=C1)S(=O)(=O)[O-].C1=CC=[NH+]C=C1 (PPTS). Reaction SMILES: [CH3:1][CH2:2][CH2:3][CH2:4][CH2:5]/[CH:6]=[CH:7]\[CH2:8]/[CH:9]=[CH:10]\[CH2:11][CH2:12][CH2:13][CH2:14][CH2:15][CH2:16][CH2:17][CH:18]([OH:40])[CH2:19][CH:20]([OH:39])[CH2:21][CH2:22][CH2:23][CH2:24][CH2:25][CH2:26][CH2:27][CH2:28]/[CH:29]=[CH:30]\[CH2:31]/[CH:32]=[CH:33]\[CH2:34][CH2:35][CH2:36][CH2:37][CH3:38].C(O[CH:44](OCC)[CH2:45][CH2:46]Cl)C.CC1C=CC(S([O-])(=O)=O)=CC=1.C1C=[CH:66][NH+:65]=[CH:64]C=1.C([O-])(O)=O.[Na+]>C1(C)C=CC=CC=1>[CH2:17]([CH:18]1[CH2:19][CH:20]([CH2:21][CH2:22][CH2:23][CH2:24][CH2:25][CH2:26][CH2:27][CH2:28]/[CH:29]=[CH:30]\[CH2:31]/[CH:32]=[CH:33]\[CH2:34][CH2:35][CH2:36][CH2:37][CH3:38])[O:39][CH:44]([CH2:45][CH2:46][N:65]([CH3:66])[CH3:64])[O:40]1)[CH2:16][CH2:15][CH2:14][CH2:13][CH2:12][CH2:11]/[CH:10]=[CH:9]\[CH2:8]/[CH:7]=[CH:6]\[CH2:5][CH2:4][CH2:3][CH2:2][CH3:1] |f:2.3,4.5|. Product: C(CCCCCC\C=C/C\C=C/CCCCC)C1OC(OC(C1)CCCCCCCC\C=C/C\C=C/CCCCC)CCN(C)C (2-(4-((8Z,11Z)-heptadeca-8,11-dien-1-yl)-6-((9Z,12Z)-octadeca-9,12-dien-1-yl)-1,3-dioxan-2-yl)-N,N-dimethylethanamine). The reactants are C(C)(=O)O[C@@H]1CC2=C[C@H]([C@H]3[C@@H]4CC[C@H](C(C)C5OCC(CO5)(C)C)[C@]4(CC[C@@H]3[C@]2([C@@H]2[C@H]1O2)C)C)O (20-(5,5-dimethyl-1,3-dioxan-2-yl)-1α,2α-epoxy-7α-hydroxypregn-5-en-3β-yl acetate), N1=CC=CC=C1 (pyridine), C(C)(=O)OC(C)=O (acetic anhydride), C(C)(=O)OCC.CCCCCC (ethyl acetate hexane). The reagents and catalysts are CN(C1=CC=NC=C1)C (4-(dimethylamino)pyridine). Run in C(Cl)Cl (methylene chloride), C(Cl)Cl (methylene chloride). Reaction conditions: time 10 hour. The product is C(C)(=O)O[C@@H]1CC2=C[C@H]([C@H]3[C@@H]4CC[C@H](C(C)C5OCC(CO5)(C)C)[C@]4(CC[C@@H]3[C@]2([C@@H]2[C@H]1O2)C)C)OC(C)=O (7α-acetoxy- 20-(5,5-dimethyl-1,3-dioxan-2-yl)-1α,2α-epoxypregn-5-en-3β-yl acetate). Yield: 84.8%. RXN SMILES: [C:1]([O:4][C@H:5]1[C@@H:31]2[O:32][C@@H:30]2[C@@:29]2([CH3:33])[C:7](=[CH:8][C@@H:9]([OH:35])[C@@H:10]3[C@@H:28]2[CH2:27][CH2:26][C@@:25]2([CH3:34])[C@H:11]3[CH2:12][CH2:13][C@@H:14]2[CH:15]([CH:17]2[O:22][CH2:21][C:20]([CH3:24])([CH3:23])[CH2:19][O:18]2)[CH3:16])[CH2:6]1)(=[O:3])[CH3:2].N1C=CC=CC=1.[C:42](OC(=O)C)(=[O:44])[CH3:43].C(OCC)(=O)C.CCCCCC>CN(C)C1C=CN=CC=1.C(Cl)Cl>[C:1]([O:4][C@H:5]1[C@@H:31]2[O:32][C@@H:30]2[C@@:29]2([CH3:33])[C:7](=[CH:8][C@@H:9]([O:35][C:42](=[O:44])[CH3:43])[C@@H:10]3[C@@H:28]2[CH2:27][CH2:26][C@@:25]2([CH3:34])[C@H:11]3[CH2:12][CH2:13][C@@H:14]2[CH:15]([CH:17]2[O:18][CH2:19][C:20]([CH3:23])([CH3:24])[CH2:21][O:22]2)[CH3:16])[CH2:6]1)(=[O:3])[CH3:2] |f:3.4|. Procedure details: To a mixture of 49.0 mg (0.1 mmole) of 20-(5,5-dimethyl-1,3-dioxan-2-yl)-1α,2α-epoxy-7α-hydroxypregn-5-en-3β-yl acetate, 0.24 m; (3 mmoles) of pyridine, 0.5 mg (0.004 mmole) of 4-(dimethylamino)pyridine and 10 ml of dry methylene chloride was added 0.12 ml (1.3 mmoles) of acetic anhydride dropwise at a temperature of 0° C. and the solution was stirred at room temperature for 10 hours. The reaction mixture was diluted with 20 ml of methylene chloride and washed with cold 1N-hydrochloric acid. The... Reactants: N(=[N+]=[N-])CCCC(=O)N1CCCC2=CC=CC=C12 (1-(4-azidobutanoyl)-1,2,3,4-tetrahydroquinoline), [H-].[Al+3].[Li+].[H-].[H-].[H-] (lithium aluminium hydride). Run in CCOCC (ether), O (water). Product: NCCCCN1CCCC2=CC=CC=C12 (4-amino-1-(1,2,3,4-tetrahydroquinolin-1-yl)butane). Reaction SMILES: [N:1]([CH2:4][CH2:5][CH2:6][C:7]([N:9]1[C:18]2[C:13](=[CH:14][CH:15]=[CH:16][CH:17]=2)[CH2:12][CH2:11][CH2:10]1)=O)=[N+]=[N-].[H-].[Al+3].[Li+].[H-].[H-].[H-]>CCOCC.O>[NH2:1][CH2:4][CH2:5][CH2:6][CH2:7][N:9]1[C:18]2[C:13](=[CH:14][CH:15]=[CH:16][CH:17]=2)[CH2:12][CH2:11][CH2:10]1 |f:1.2.3.4.5.6|. Procedure: The 1-(4-azidobutanoyl)-1,2,3,4-tetrahydroquinoline (3.9 g) was refluxed in ether containing lithium aluminium hydride (1.8 g) for 5 hours. The solution was cooled and diluted cautiously with water. The organic phase was washed, dried and evaporated to afford the title compound as an oil, which was then converted to the dimaleate mp 79°-81°.